From a dataset of the Open Reaction Database (ORD), a public repository of structured organic reaction records. describe an organic reaction: reactants, conditions, products, and yield The reactants are IC1=C(C=CC=C1)CC(=O)O (2-(2-iodophenyl)acetic acid), CC(C)O (propan-2-ol), Cl.CN(CCCN=C=NCC)C (1-(3-dimethylaminopropyl)-3-ethylcarbodiimide hydrochloride). Solvent: C(C)(=O)OCC (ethyl acetate), CN(C=O)C (dimethylformamide). Product: IC1=C(C=CC=C1)CC(=O)OC(C)C (2-propyl 2-(2-iodophenyl)acetate). As a reaction SMILES: [I:1][C:2]1[CH:7]=[CH:6][CH:5]=[CH:4][C:3]=1[CH2:8][C:9]([OH:11])=[O:10].[CH3:12][CH:13](O)[CH3:14].Cl.CN(C)CCCN=C=NCC>CN(C)C=O.C(OCC)(=O)C>[I:1][C:2]1[CH:7]=[CH:6][CH:5]=[CH:4][C:3]=1[CH2:8][C:9]([O:11][CH:13]([CH3:14])[CH3:12])=[O:10] |f:2.3|. Procedure details: A solution of 2-(2-iodophenyl)acetic acid (0.50 g) and propan-2-ol (0.142 ml) in dry dimethylformamide (10 ml) was treated with 1-(3-dimethylaminopropyl)-3-ethylcarbodiimide hydrochloride (0.458 g) with stirring at ambient temperature under an atmosphere of argon. After 18 hours the reaction mixture was diluted with ethyl acetate (50 ml) and washed with water (3×50 ml) and brine. The aqueous layers were back-extracted with ethyl acetate (50 ml) and the organic layers were combined, dried (MgSO4)... Reactants: C1(=CC(=CC=C1)N=C=O)C (m-tolyl isocyanate), FC=1C=C(C(C(=O)OCC)=CC1)N (ethyl 4-fluoroanthranilate), C=1(C(=CC=CC1)C)C (xylene), C=1(C(=CC=CC1)C)C (xylene), [OH-].C(CCC)[N+](CCCC)(CCCC)CCCC (tetrabutylammonium hydroxide). Reaction conditions: temperature 90 celsius, time 2.5 hour. Yields the product FC=1C=C2C(N(C(NC2=CC1)=O)C=1C=C(C=CC1)C)=O (6-fluoro-3-(3-tolyl)-2,4(1H,3H)-quinazolinedione). Isolated yield 91.7%. Reaction SMILES: [C:1]1([CH3:10])[CH:6]=[CH:5][CH:4]=[C:3]([N:7]=[C:8]=[O:9])[CH:2]=1.[F:11]C1C=C(N)C(=CC=1)C(OCC)=O.[OH-:24].C([N+:29]([CH2:38]CCC)([CH2:34][CH2:35][CH2:36][CH3:37])CCCC)CCC.[C:42]1([CH3:49])C(C)=CC=CC=1>>[F:11][C:37]1[CH:42]=[C:49]2[C:34](=[CH:35][CH:36]=1)[NH:29][C:38](=[O:24])[N:7]([C:3]1[CH:2]=[C:1]([CH3:10])[CH:6]=[CH:5][CH:4]=1)[C:8]2=[O:9] |f:2.3|. Procedure: A solution of m-tolyl isocyanate (33.3 g, 0.25 mol) in xylene (100 ml) is metered at room temperature into a solution of ethyl 4-fluoroanthranilate (45.8 g, 0.25 mol) in xylene (250 ml). After addition is complete, the mixture is stirred at 90° C. for 2.5 hours. 32.5 ml of a 20% strength solution of aqueous tetrabutylammonium hydroxide (0.025 mol) are metered in and the mixture is stirred at 90° C. for a further 2 hours, ethanol being distilled off. After cooling, the product is filtered off wit... Starting materials: ClC1=CC=C(C(=N1)C(=O)O)C (6-chloro-3-methyl-pyridine-2-carboxylic acid), NC1=C(C=C(C(=O)OCC)C=C1C)C (ethyl 4-amino-3,5-dimethyl-benzoate), C(C)(C)N(C(C)C)CC (N,N-diisopropylethylamine), CCCP1(=O)OP(=O)(OP(=O)(O1)CCC)CCC (1-propanephosphonic acid cyclic anhydride). Run in C(Cl)Cl (CH2Cl2). Conditions: time 10 minute. The product is ClC1=CC=C(C(=N1)C(=O)NC1=C(C=C(C(=O)OCC)C=C1C)C)C (ethyl 4-[(6-chloro-3-methyl-pyridine-2-carbonyl)amino]-3,5-dimethyl-benzoate). The yield is 57.5%. Reaction SMILES: [Cl:1][C:2]1[N:7]=[C:6]([C:8]([OH:10])=O)[C:5]([CH3:11])=[CH:4][CH:3]=1.[NH2:12][C:13]1[C:23]([CH3:24])=[CH:22][C:16]([C:17]([O:19][CH2:20][CH3:21])=[O:18])=[CH:15][C:14]=1[CH3:25].C(N(CC)C(C)C)(C)C.CCCP1(OP(CCC)(=O)OP(CCC)(=O)O1)=O>C(Cl)Cl>[Cl:1][C:2]1[N:7]=[C:6]([C:8]([NH:12][C:13]2[C:14]([CH3:25])=[CH:15][C:16]([C:17]([O:19][CH2:20][CH3:21])=[O:18])=[CH:22][C:23]=2[CH3:24])=[O:10])[C:5]([CH3:11])=[CH:4][CH:3]=1. Procedure details: To a solution of 6-chloro-3-methyl-pyridine-2-carboxylic acid (0.78 g, 4.55 mmol) in CH2Cl2 (15 mL) at room temperature are added ethyl 4-amino-3,5-dimethyl-benzoate (0.878 g, 4.55 mmol) and N,N-diisopropylethylamine (1.98 ml, 11.36 mmol). After stirring the reaction mixture for 10 minutes, 1-propanephosphonic acid cyclic anhydride (50% solution in ethyl acetate, 3.25 ml, 5.46 mmol) is added via syringe. After 48 hours, the solvent is removed under reduced pressure and the residue is diluted wit... Starting materials: C(C)(C)N(C(C)C)CC (N,N-diisopropylethylamine), ClCNC1=NC=NC(=N1)SC (chloromethyl-4-methylthio-1,3,5-triazine-2-ylamine), ClC=1C=C(N)C=CC1 (3-chloroaniline). Solvent: O1CCCC1 (tetrahydrofuran), O1CCCC1 (tetrahydrofuran). Product: ClC=1C=C(C=CC1)NCC1=NC(=NC(=N1)SC)N (4-[(3-chlorophenylamino)methyl]-6-methylthio-[1,3,5]triazin-2-ylamine). Reaction SMILES: ClC[NH:3][C:4]1[N:9]=[C:8]([S:10][CH3:11])[N:7]=[CH:6][N:5]=1.[Cl:12][C:13]1[CH:14]=[C:15]([CH:17]=[CH:18][CH:19]=1)[NH2:16].[CH:20](N(CC)C(C)C)(C)C>O1CCCC1>[Cl:12][C:13]1[CH:14]=[C:15]([NH:16][CH2:20][C:6]2[N:7]=[C:8]([S:10][CH3:11])[N:9]=[C:4]([NH2:3])[N:5]=2)[CH:17]=[CH:18][CH:19]=1. Reported procedure: To a solution of 6-(chloromethyl-4-methylthio-1,3,5-triazine-2-ylamine (75 mg, 0.39 mmol) in dry tetrahydrofuran (3 mL) was added a solution of 3-chloroaniline (0.210 mL, 1.97 mmol) in dry tetrahydrofuran (1 mL) followed by anhydrous N,N-diisopropylethylamine (0.343 mL, 1.95 mmol). The mixture was heated under reflux for 16 hours, after which the solvent was evaporated. The residue was purified by reverse phase HPLC to give 4-[(3-chlorophenylamino)methyl]-6-methylthio-[1,3,5]triazin-2-ylamine. M... Reactants: C(C)(C)(C)OC(=O)N1CC2=CC(=C(C=C2C1)Cl)N1CCCCC1 (5-chloro-6-piperidin-1-yl-1,3-dihydro-isoindole-2-carboxylic acid tert-butyl ester), {35Cl}M H+, Cl (hydrochloric acid), {37Cl}M H+. Product: Cl.ClC=1C=C2CNCC2=CC1N1CCCCC1 (5-Chloro-6-piperidin-1-yl-2,3-dihydro-1H-isoindole hydrochloride). Reaction SMILES: C(OC([N:8]1[CH2:16][C:15]2[C:10](=[CH:11][C:12]([N:18]3[CH2:23][CH2:22][CH2:21][CH2:20][CH2:19]3)=[C:13]([Cl:17])[CH:14]=2)[CH2:9]1)=O)(C)(C)C.Cl>>[ClH:17].[Cl:17][C:13]1[CH:14]=[C:15]2[C:10](=[CH:11][C:12]=1[N:18]1[CH2:23][CH2:22][CH2:21][CH2:20][CH2:19]1)[CH2:9][NH:8][CH2:16]2 |f:2.3|. Procedure details: Prepared in analogy to Example A3(e) from 5-chloro-6-piperidin-1-yl-1,3-dihydro-isoindole-2-carboxylic acid tert-butyl ester and hydrochloric acid. Brown solid. MS (m/e): 239.2 ({37Cl}M+H+, 35%), 237.1 ({35Cl}M+H+, 100%). Starting materials: C=CC(=O)OCCCC, CC(=O)O, N#C[Na], CN(C)C=O, O, O=Cc1cccnc1. Yields the product CCCCOC(=O)CCC(=O)c1cccnc1. As a reaction SMILES: [C:12]([CH:13]=[CH2:14])(=[O:15])[O:16][CH2:17][CH2:18][CH2:19][CH3:20].[CH3:21][C:22](=[O:23])[OH:24].[Na:9][C:10]#[N:11].[O:25]=[CH:26][N:27]([CH3:28])[CH3:29].[OH2:30].[n:1]1[cH:2][c:3]([CH:7]=[O:8])[cH:4][cH:5][cH:6]1>>[n:1]1[cH:2][c:3]([C:7](=[O:8])[CH2:14][CH2:13][C:12](=[O:15])[O:16][CH2:17][CH2:18][CH2:19][CH3:20])[cH:4][cH:5][cH:6]1. The reactants are CN(C)C=O, CCOC(C)=O, O=C=Nc1cc(C(F)(F)F)ccc1Cl, CC(=O)Nc1nc2ccc(Oc3cccc(N)c3)c(C#N)c2s1. The product is CC(=O)Nc1nc2ccc(Oc3cccc(NC(=O)Nc4cc(C(F)(F)F)ccc4Cl)c3)c(C#N)c2s1. As a reaction SMILES: [CH3:38][N:39]([CH3:40])[CH:41]=[O:42].[CH3:43][CH2:44][O:45][C:46](=[O:47])[CH3:48].[Cl:24][c:25]1[c:26]([N:35]=[C:36]=[O:37])[cH:27][c:28]([C:31]([F:32])([F:33])[F:34])[cH:29][cH:30]1.[NH2:1][c:2]1[cH:3][c:4]([O:5][c:6]2[c:7]([C:19]#[N:20])[c:8]3[c:9]([n:10][c:11]([NH:13][C:14]([CH3:15])=[O:16])[s:12]3)[cH:17][cH:18]2)[cH:21][cH:22][cH:23]1>>[NH:1]([c:2]1[cH:3][c:4]([O:5][c:6]2[c:7]([C:19]#[N:20])[c:8]3[c:9]([n:10][c:11]([NH:13][C:14]([CH3:15])=[O:16])[s:12]3)[cH:17][cH:18]2)[cH:21][cH:22][cH:23]1)[C:36]([NH:35][c:26]1[c:25]([Cl:24])[cH:30][cH:29][c:28]([C:31]([F:32])([F:33])[F:34])[cH:27]1)=[O:37]. The reactants are CCCCCCCCCc1ccc(C(CCCCC(=O)OC)SCCC(=O)O)cc1, C1CCOC1, Cl, [Li+], [OH-], O. Product: CCCCCCCCCc1ccc(C(CCCCC(=O)O)SCCC(=O)O)cc1. As a reaction SMILES: [C:1](=[O:2])([OH:3])[CH2:4][CH2:5][S:6][CH:7]([CH2:8][CH2:9][CH2:10][CH2:11][C:12](=[O:13])[O:14][CH3:15])[c:16]1[cH:17][cH:18][c:19]([CH2:22][CH2:23][CH2:24][CH2:25][CH2:26][CH2:27][CH2:28][CH2:29][CH3:30])[cH:20][cH:21]1.[CH2:34]1[O:35][CH2:36][CH2:37][CH2:38]1.[ClH:33].[Li+:32].[OH-:31].[OH2:39]>>[C:1](=[O:2])([OH:3])[CH2:4][CH2:5][S:6][CH:7]([CH2:8][CH2:9][CH2:10][CH2:11][C:12](=[O:13])[OH:14])[c:16]1[cH:17][cH:18][c:19]([CH2:22][CH2:23][CH2:24][CH2:25][CH2:26][CH2:27][CH2:28][CH2:29][CH3:30])[cH:20][cH:21]1.